Dataset: the Open Reaction Database (ORD), a public repository of structured organic reaction records. Task: describe an organic reaction: reactants, conditions, products, and yield Starting materials: BrCc1ccccc1, CC12CCCN1C(C(Cl)(Cl)Cl)OC2=O, CC(C)NC(C)C, O=C1OC(C(Cl)(Cl)Cl)N2CCCC12. Yields the product O=C1OC(C(Cl)(Cl)Cl)N2CCCC12Cc1ccccc1. Reaction SMILES: [Br:35][CH2:36][c:37]1[cH:38][cH:39][cH:40][cH:41][cH:42]1.[CH3:1][C:2]12[C:3](=[O:14])[O:4][CH:5]([C:10]([Cl:11])([Cl:12])[Cl:13])[N:6]1[CH2:7][CH2:8][CH2:9]2.[CH:15]([NH:16][CH:17]([CH3:18])[CH3:19])([CH3:20])[CH3:21].[Cl:22][C:23]([Cl:24])([Cl:25])[CH:26]1[O:27][C:28](=[O:29])[CH:30]2[N:31]1[CH2:32][CH2:33][CH2:34]2>>[CH2:1]([C:2]12[C:3](=[O:14])[O:4][CH:5]([C:10]([Cl:11])([Cl:12])[Cl:13])[N:6]1[CH2:7][CH2:8][CH2:9]2)[c:37]1[cH:38][cH:39][cH:40][cH:41][cH:42]1. Reaction SMILES: [Cl:1][C:2]1[CH:3]=[C:4]([N:8]2[CH2:13][CH2:12][N:11]([CH2:14][C:15]3[CH:20]=[CH:19][C:18]([O:21][CH3:22])=[C:17]([O:23][CH3:24])[CH:16]=3)[CH:10]([CH2:25][NH:26][CH:27]([CH3:29])[CH3:28])[CH2:9]2)[CH:5]=[CH:6][CH:7]=1.[CH3:30][S:31]([NH:34][C:35]1[CH:43]=[CH:42][C:38]([C:39](Cl)=[O:40])=[CH:37][CH:36]=1)(=[O:33])=[O:32]>>[Cl:1][C:2]1[CH:3]=[C:4]([N:8]2[CH2:13][CH2:12][N:11]([CH2:14][C:15]3[CH:20]=[CH:19][C:18]([O:21][CH3:22])=[C:17]([O:23][CH3:24])[CH:16]=3)[CH:10]([CH2:25][N:26]([CH:27]([CH3:29])[CH3:28])[C:39](=[O:40])[C:38]3[CH:42]=[CH:43][C:35]([NH:34][S:31]([CH3:30])(=[O:33])=[O:32])=[CH:36][CH:37]=3)[CH2:9]2)[CH:5]=[CH:6][CH:7]=1. The product is ClC=1C=C(C=CC1)N1CC(N(CC1)CC1=CC(=C(C=C1)OC)OC)CN(C(C1=CC=C(C=C1)NS(=O)(=O)C)=O)C(C)C (N-[[4-(3-Chlorophenyl)-1-[(3,4-dimethoxyphenyl)methyl]piperazin-2-yl]methyl]-N-(1-methylethyl)-4-[(methylsulfonyl)amino]benzamide). Procedure details: In a manner similar to Preparation 3, react 4-(3-chlorophenyl)-1-[(3,4-dimethoxyphenyl)methyl]-N-(1-methylethyl)-2-piperazinemethanamine with 4-[(methylsulfonyl)amino]benzoyl chloride to obtainthe title compound. The reactants are ClC=1C=C(C=CC1)N1CC(N(CC1)CC1=CC(=C(C=C1)OC)OC)CNC(C)C (4-(3-chlorophenyl)-1-[(3,4-dimethoxyphenyl)methyl]-N-(1-methylethyl)-2-piperazinemethanamine), CS(=O)(=O)NC1=CC=C(C(=O)Cl)C=C1 (4-[(methylsulfonyl)amino]benzoyl chloride). Reactants: C(C)(C)(C)OC(=O)N1CCC2=C(CC1)C(=C(C=C2)Cl)NCC2=CC(=C(C=C2)C(NC(C)C)=O)F (3-tert-butoxycarbonyl-7-chloro-6-(3-fluoro-4-isopropylcarbamoyl-benzylamino)-2,3,4,5-tetrahydro-1H-benzo[d]azepine). Solvent: O1CCOCC1 (1,4-dioxane). The product is ClC1=C(C2=C(CCNCC2)C=C1)NCC1=CC(=C(C=C1)C(NC(C)C)=O)F (7-chloro-6-(3-fluoro-4-isopropylcarbamoyl-benzylamino)-2,3,4,5-tetrahydro-1H-benzo[d]azepine). Yield: 100.0%. As a reaction SMILES: C(OC([N:8]1[CH2:14][CH2:13][C:12]2[C:15]([NH:20][CH2:21][C:22]3[CH:27]=[CH:26][C:25]([C:28](=[O:33])[NH:29][CH:30]([CH3:32])[CH3:31])=[C:24]([F:34])[CH:23]=3)=[C:16]([Cl:19])[CH:17]=[CH:18][C:11]=2[CH2:10][CH2:9]1)=O)(C)(C)C>O1CCOCC1>[Cl:19][C:16]1[CH:17]=[CH:18][C:11]2[CH2:10][CH2:9][NH:8][CH2:14][CH2:13][C:12]=2[C:15]=1[NH:20][CH2:21][C:22]1[CH:27]=[CH:26][C:25]([C:28](=[O:33])[NH:29][CH:30]([CH3:32])[CH3:31])=[C:24]([F:34])[CH:23]=1. Procedure: Use a method similar to the General Procedure 14 to deprotect 3-tert-butoxycarbonyl-7-chloro-6-(3-fluoro-4-isopropylcarbamoyl-benzylamino)-2,3,4,5-tetrahydro-1H-benzo[d]azepine (0.406 g, 0.83 mmol) in 1,4-dioxane (12.8 mL). Purify by SCX chromatography eluting with dichloromethane and dichloromethane/2M ammonia in methanol (1:1) followed by chromatography on silica gel (40 g RediSep column) eluting with dichloromethane/2M ammonia in methanol (99:1 to 90:10 over 30 min) and then dichloromethane/2...